Dataset: the Open Reaction Database (ORD), a public repository of structured organic reaction records. Task: describe an organic reaction: reactants, conditions, products, and yield The reactants are [Br-], CC(=O)c1c(F)cncc1-c1cc2cc(C#N)ccc2o1, C1CCOC1, C[Mg+]. Yields the product CC(C)(O)c1c(F)cncc1-c1cc2cc(C#N)ccc2o1. RXN SMILES: [Br-:22].[C:1]([CH3:2])(=[O:3])[c:4]1[c:5](-[c:11]2[o:12][c:13]3[c:14]([cH:15]2)[cH:16][c:17]([C:20]#[N:21])[cH:18][cH:19]3)[cH:6][n:7][cH:8][c:9]1[F:10].[CH2:25]1[O:26][CH2:27][CH2:28][CH2:29]1.[CH3:23][Mg+:24]>>[C:1]([CH3:2])([OH:3])([c:4]1[c:5](-[c:11]2[o:12][c:13]3[c:14]([cH:15]2)[cH:16][c:17]([C:20]#[N:21])[cH:18][cH:19]3)[cH:6][n:7][cH:8][c:9]1[F:10])[CH3:23]. Starting materials: O.NN (hydrazine hydrate), FC1=C(CBr)C=CC=C1F (2,3-difluorobenzyl bromide). Yields the product FC1=C(CNN)C=CC=C1F (1-(2,3-Difluorobenzyl)hydrazine). Reaction SMILES: O.[NH2:2][NH2:3].[F:4][C:5]1[C:12]([F:13])=[CH:11][CH:10]=[CH:9][C:6]=1[CH2:7]Br>>[F:4][C:5]1[C:12]([F:13])=[CH:11][CH:10]=[CH:9][C:6]=1[CH2:7][NH:2][NH2:3] |f:0.1|. Reported procedure: Preparation takes place in analogy to that described in Example 1 A from 2.74 g (54.75 mmol) of hydrazine hydrate and 3.02 g (14.60 mmol) of 2,3-difluorobenzyl bromide. For work up, the residue is purified by flash chromatography (mobile phase: dichloromethane:methanol 30:1–10:1). Reactants: Cc1cc2c(Br)ccc(OCc3ccccc3)c2[nH]c1=O, CCCCC([Sn])=C(CCCC)CCCC, Cc1ccccc1, [Pd], c1ccc(P(c2ccccc2)c2ccccc2)cc1, c1ccc(P(c2ccccc2)c2ccccc2)cc1, c1ccc(P(c2ccccc2)c2ccccc2)cc1, c1ccc(P(c2ccccc2)c2ccccc2)cc1. The product is C=Cc1ccc(OCc2ccccc2)c2[nH]c(=O)c(C)cc12. Reaction SMILES: [CH2:1]([c:2]1[cH:3][cH:4][cH:5][cH:6][cH:7]1)[O:8][c:9]1[cH:10][cH:11][c:12]([Br:21])[c:13]2[cH:14][c:15]([CH3:20])[c:16](=[O:19])[nH:17][c:18]12.[CH2:22]([CH2:23][CH2:35][CH3:36])[C:24]([Sn:25])=[C:26]([CH2:27][CH2:28][CH2:29][CH3:30])[CH2:31][CH2:32][CH2:33][CH3:34].[CH3:37][c:38]1[cH:39][cH:40][cH:41][cH:42][cH:43]1.[Pd:120].[c:101]1([P:102]([c:103]2[cH:104][cH:105][cH:106][cH:107][cH:108]2)[c:109]2[cH:110][cH:111][cH:112][cH:113][cH:114]2)[cH:115][cH:116][cH:117][cH:118][cH:119]1.[c:44]1([P:45]([c:46]2[cH:47][cH:48][cH:49][cH:50][cH:51]2)[c:52]2[cH:53][cH:54][cH:55][cH:56][cH:57]2)[cH:58][cH:59][cH:60][cH:61][cH:62]1.[c:63]1([P:64]([c:65]2[cH:66][cH:67][cH:68][cH:69][cH:70]2)[c:71]2[cH:72][cH:73][cH:74][cH:75][cH:76]2)[cH:77][cH:78][cH:79][cH:80][cH:81]1.[c:82]1([P:83]([c:84]2[cH:85][cH:86][cH:87][cH:88][cH:89]2)[c:90]2[cH:91][cH:92][cH:93][cH:94][cH:95]2)[cH:96][cH:97][cH:98][cH:99][cH:100]1>>[CH2:1]([c:2]1[cH:3][cH:4][cH:5][cH:6][cH:7]1)[O:8][c:9]1[cH:10][cH:11][c:12]([CH:22]=[CH2:23])[c:13]2[cH:14][c:15]([CH3:20])[c:16](=[O:19])[nH:17][c:18]12.